Dataset: the Open Reaction Database (ORD), a public repository of structured organic reaction records. Task: describe an organic reaction: reactants, conditions, products, and yield Starting materials: O1C(CCCC1)OC1CCC(CC1)OC=1C=C2C=NNC2=CC1 (5-{[4-(tetrahydro-2H-pyran-2-yloxy)cyclohexyl]oxy}-1H-indazole), N1N=CC2=CC(=CC=C12)OC1CCC(CC1)O (4-(1H-indazol-5-yloxy)cyclohexanol). Product: N1CC(CC1)OC=1C=C2C=NNC2=CC1 (5-(Pyrrolidin-3-yloxy)-1H-indazole). RXN SMILES: O1CCCCC1OC1C[CH2:12][CH:11]([O:14][C:15]2[CH:16]=[C:17]3[C:21](=[CH:22][CH:23]=2)[NH:20][N:19]=[CH:18]3)[CH2:10][CH2:9]1.[NH:24]1C2C(=CC(OC3CCC(O)CC3)=CC=2)C=N1>>[NH:24]1[CH2:9][CH2:10][CH:11]([O:14][C:15]2[CH:16]=[C:17]3[C:21](=[CH:22][CH:23]=2)[NH:20][N:19]=[CH:18]3)[CH2:12]1. Procedure details: The following compound of Example 379 was synthesized by carrying out reactions according to the methods described in Example 372, (b) and Example 377 except for using the tert-butyl 4-hydroxyazepane-1-carboxylate obtained in Example 322, (c), as a reagent. Starting materials: C(C1=CC=CC=C1)(=O)C(C(=O)OCC)=CNC1=C(C=CC=C1)OC (Ethyl 2-benzoyl-3-(2-methoxyphenylamino)acrylate). Run in petroleum ether, C1(=CC=CC=C1)OC1=CC=CC=C1 (diphenyl ether). Yields the product C(C1=CC=CC=C1)(=O)C1=CNC2=C(C=CC=C2C1=O)OC (3-benzoyl-8-methoxy-4(1H)-quinolone). Isolated yield 93.5%. As a reaction SMILES: [C:1]([C:9](=[CH:15][NH:16][C:17]1[CH:22]=[CH:21][CH:20]=[CH:19][C:18]=1[O:23][CH3:24])[C:10]([O:12]CC)=O)(=[O:8])[C:2]1[CH:7]=[CH:6][CH:5]=[CH:4][CH:3]=1>C1(OC2C=CC=CC=2)C=CC=CC=1>[C:1]([C:9]1[C:10](=[O:12])[C:22]2[C:17](=[C:18]([O:23][CH3:24])[CH:19]=[CH:20][CH:21]=2)[NH:16][CH:15]=1)(=[O:8])[C:2]1[CH:3]=[CH:4][CH:5]=[CH:6][CH:7]=1. Procedure: Ethyl 2-benzoyl-3-(2-methoxyphenylamino)acrylate (6.0 g, 0.018 mol) was added in portions to boiling diphenyl ether (100 ml) and heated under reflux for 45 minutes. The reaction mixture was allowed to cool and diluted with petroleum ether to afford the crystalline 3-benzoyl-8-methoxy-4(1H)-quinolone (4.7 g, 91%).